This data is from the Open Reaction Database (ORD), a public repository of structured organic reaction records. The task is: describe an organic reaction: reactants, conditions, products, and yield Starting materials: CC1=C(C(=NO1)C1=CC=CC=C1)C(=O)Cl (5-Methyl-3-phenylisoxazole-4-carbonyl chloride), OC1=CC(=NC2=CC=CC=C12)C (4-hydroxy-2-methylquinoline). Solvent: N1=CC=CC=C1 (pyridine), C(C)(=O)OCC (ethyl acetate). Conditions: temperature 70 celsius. The product is CC1=C(C(=NO1)C1=CC=CC=C1)C(=O)OC1=CC(=NC2=CC=CC=C12)C (5-methyl-3-phenyl-4-isoxazolecarboxylic acid, 2-methyl-4-quinolinyl ester). The yield is 64.4%. RXN SMILES: [CH3:1][C:2]1[O:6][N:5]=[C:4]([C:7]2[CH:12]=[CH:11][CH:10]=[CH:9][CH:8]=2)[C:3]=1[C:13](Cl)=[O:14].[OH:16][C:17]1[C:26]2[C:21](=[CH:22][CH:23]=[CH:24][CH:25]=2)[N:20]=[C:19]([CH3:27])[CH:18]=1>N1C=CC=CC=1.C(OCC)(=O)C>[CH3:1][C:2]1[O:6][N:5]=[C:4]([C:7]2[CH:12]=[CH:11][CH:10]=[CH:9][CH:8]=2)[C:3]=1[C:13]([O:16][C:17]1[C:26]2[C:21](=[CH:22][CH:23]=[CH:24][CH:25]=2)[N:20]=[C:19]([CH3:27])[CH:18]=1)=[O:14]. Procedure: 5-Methyl-3-phenylisoxazole-4-carbonyl chloride (100 mg) and 4-hydroxy-2-methylquinoline (250 mg) were dissolved in dichlorormethane (10 mL) and pyridine (0.2 mL). The reaction solution was heated at 70° C. overnight and then diluted with ethyl acetate (60 mL). The organic solution was washed with water (60 mL), dried, evaporated and purified by flash column chromatography (EtOAc/hexanes=1/2) to give 5-methyl-3-phenyl-4-isoxazolecarboxylic acid, 2-methyl-4-quinolinyl ester (100 mg). 1H NMR (CDCl3... Starting materials: O=S(=O)(Cl)c1cccc(F)c1, CS(=O)(=O)Nc1n[nH]c2ccc(N)cc12, c1ccncc1. The product is CS(=O)(=O)Nc1n[nH]c2ccc(NS(=O)(=O)c3cccc(F)c3)cc12. Reaction SMILES: [F:16][c:17]1[cH:18][c:19]([S:23](=[O:24])(=[O:25])[Cl:26])[cH:20][cH:21][cH:22]1.[NH2:1][c:2]1[cH:3][c:4]2[c:5]([NH:11][S:12](=[O:13])(=[O:14])[CH3:15])[n:6][nH:7][c:8]2[cH:9][cH:10]1.[cH:27]1[cH:28][cH:29][n:30][cH:31][cH:32]1>>[NH:1]([c:2]1[cH:3][c:4]2[c:5]([NH:11][S:12](=[O:13])(=[O:14])[CH3:15])[n:6][nH:7][c:8]2[cH:9][cH:10]1)[S:23]([c:19]1[cH:18][c:17]([F:16])[cH:22][cH:21][cH:20]1)(=[O:24])=[O:25]. The reactants are CN1N=C(N=N1)C1=CC(=C(OCCCC(OC(=S)OC2=CC=CC=C2)C=2N(C=CN2)C)C(=C1)C)C (2-[4-[4-(2-methyl-tetrazol-5-yl)-2,6-dimethylphenoxy]-1-phenoxythiocarbonyloxy-butyl]-1-methylimidazole), CC(C)(C#N)N=NC(C)(C)C#N (AIBN), n-tributyltin hydride, C([O-])(O)=O.[Na+] (sodium bicarbonate). Run in C1(=CC=CC=C1)C (toluene). Conditions: time 4 hour. The product is CN1N=C(N=N1)C1=CC(=C(OCCCCC=2N(C=CN2)C)C(=C1)C)C (2-[4-[4-(2-methyltetrazol-5-yl)-2,6-dimethylphenoxy]-butyl]-1-methylimidazole). The yield is 66.6%. As a reaction SMILES: [CH3:1][N:2]1[N:6]=[N:5][C:4]([C:7]2[CH:33]=[C:32]([CH3:34])[C:10]([O:11][CH2:12][CH2:13][CH2:14][CH:15]([C:26]3[N:27]([CH3:31])[CH:28]=[CH:29][N:30]=3)OC(OC3C=CC=CC=3)=S)=[C:9]([CH3:35])[CH:8]=2)=[N:3]1.CC(N=NC(C#N)(C)C)(C#N)C.C(=O)(O)[O-].[Na+]>C1(C)C=CC=CC=1>[CH3:1][N:2]1[N:6]=[N:5][C:4]([C:7]2[CH:33]=[C:32]([CH3:34])[C:10]([O:11][CH2:12][CH2:13][CH2:14][CH2:15][C:26]3[N:27]([CH3:31])[CH:28]=[CH:29][N:30]=3)=[C:9]([CH3:35])[CH:8]=2)=[N:3]1 |f:2.3|. Reported procedure: To a solution of 2-[4-[4-(2-methyl-tetrazol-5-yl)-2,6-dimethylphenoxy]-1-phenoxythiocarbonyloxy-butyl]-1-methylimidazole (1.94 mmol) in 35 ml of toluene was added AIBN (159 mg, 0.97 mmol) and n-tributyltin hydride (1.69 g), and the mixture was stirred at 75°-80° C. for 4 h. An aqueous sodium bicarbonate solution was added to the mixture, and the mixture was extracted with ethyl acetate, and then methylene chloride (2×). The combined organic layer was dried over sodium sulfate and concentrated in... Starting materials: Cl.FC=1C(=NC=CC1)C(N)=N (3-fluoropicolinimidamide hydrochloride), ClC1=C(C=O)C=CC(=C1)F (2-chloro-4-fluorobenzaldehyde), O=C(CC(=O)OCC)C (ethyl 3-oxobutanoate). The product is ClC1=C(C=CC(=C1)F)C1N=C(NC(=C1C(=O)OCC)C)C1=NC=CC=C1F (Ethyl 4-(2-chloro-4-fluorophenyl)-2-(3-fluoropyridin-2-yl)-6-methyl-1,4-dihydropyrimidine-5-carboxylate). Isolated yield 45.1%. RXN SMILES: Cl.[F:2][C:3]1[C:4]([C:9](=[NH:11])[NH2:10])=[N:5][CH:6]=[CH:7][CH:8]=1.[Cl:12][C:13]1[CH:20]=[C:19]([F:21])[CH:18]=[CH:17][C:14]=1[CH:15]=O.O=[C:23]([CH3:30])[CH2:24][C:25]([O:27][CH2:28][CH3:29])=[O:26]>>[Cl:12][C:13]1[CH:20]=[C:19]([F:21])[CH:18]=[CH:17][C:14]=1[CH:15]1[C:24]([C:25]([O:27][CH2:28][CH3:29])=[O:26])=[C:23]([CH3:30])[NH:10][C:9]([C:4]2[C:3]([F:2])=[CH:8][CH:7]=[CH:6][N:5]=2)=[N:11]1 |f:0.1|. Procedure details: 3-fluoropicolinimidamide hydrochloride (5.53 g, 31.5 mmol) was reacted with 2-chloro-4-fluorobenzaldehyde (5 g, 31.5 mmol) and ethyl 3-oxobutanoate (4.1 g, 31.5 mmol) according to the procedure as described in Example 1, Step A to give the title compound as a yellow solid (5.56 g, 45%). The compound was characterized by the following spectroscopic data: